Dataset: the Open Reaction Database (ORD), a public repository of structured organic reaction records. Task: describe an organic reaction: reactants, conditions, products, and yield Reactants: CC(=O)OC(C)=O, O=CO, Nc1nc(Cl)cc(Cl)n1. The product is O=CNc1nc(Cl)cc(Cl)n1. RXN SMILES: [CH3:10][C:11](=[O:12])[O:13][C:14](=[O:15])[CH3:16].[CH:17]([OH:18])=[O:19].[NH2:1][c:2]1[n:3][c:4]([Cl:9])[cH:5][c:6]([Cl:8])[n:7]1>>[NH:1]([c:2]1[n:3][c:4]([Cl:9])[cH:5][c:6]([Cl:8])[n:7]1)[CH:11]=[O:12].